This data is from the Open Reaction Database (ORD), a public repository of structured organic reaction records. The task is: describe an organic reaction: reactants, conditions, products, and yield Starting materials: [N+](=O)([O-])C1=C2C=CNC2=CC=C1 (4-nitroindole), [Cl-].BrC1=C(C=[N+](C)C)C=CC=C1 ((2-bromo-benzylidene)-dimethyl-ammonium chloride), BrC1=C(C=O)C=CC=C1 (2-bromo-benzaldehyde), CNC (dimethylamine). The product is BrC1=C(C=CC=C1)C(C1=CNC2=CC=CC(=C12)[N+](=O)[O-])N(C)C ([(2-Bromo-phenyl)-(4-nitro-1H-indol-3-yl)-methyl]-dimethyl-amine). RXN SMILES: [N+:1]([C:4]1[CH:12]=[CH:11][CH:10]=[C:9]2[C:5]=1[CH:6]=[CH:7][NH:8]2)([O-:3])=[O:2].[Cl-].[Br:14][C:15]1[CH:24]=[CH:23][CH:22]=[CH:21][C:16]=1[CH:17]=[N+:18]([CH3:20])[CH3:19].BrC1C=CC=CC=1C=O.CNC>>[Br:14][C:15]1[CH:24]=[CH:23][CH:22]=[CH:21][C:16]=1[CH:17]([N:18]([CH3:20])[CH3:19])[C:6]1[C:5]2[C:9](=[CH:10][CH:11]=[CH:12][C:4]=2[N+:1]([O-:3])=[O:2])[NH:8][CH:7]=1 |f:1.2|. Reported procedure: The preparation was carried out in accordance with general synthesis instructions 4 from 4-nitroindole and (2-bromo-benzylidene)-dimethyl-ammonium chloride, which had been prepared in accordance with example 24 from 2-bromo-benzaldehyde and dimethylamine. The reactants are CC(C)(C)c1ccc(CO)cc1NC(=O)CC1c2ccccc2Oc2ccccc21, ClCCl, CCOCC, O=[Cr](=O)([O-])Cl, c1cc[nH+]cc1. As a reaction SMILES: [C:1]([CH3:2])([CH3:3])([CH3:4])[c:5]1[c:6]([NH:13][C:14]([CH2:15][CH:16]2[c:17]3[cH:18][cH:19][cH:20][cH:21][c:22]3[O:23][c:24]3[cH:25][cH:26][cH:27][cH:28][c:29]32)=[O:30])[cH:7][c:8]([CH2:11][OH:12])[cH:9][cH:10]1.[CH2:31]([Cl:32])[Cl:33].[CH3:45][CH2:46][O:47][CH2:48][CH3:49].[O:34]=[Cr:35]([Cl:36])([O-:37])=[O:38].[nH+:39]1[cH:40][cH:41][cH:42][cH:43][cH:44]1>>[C:1]([CH3:2])([CH3:3])([CH3:4])[c:5]1[c:6]([NH:13][C:14]([CH2:15][CH:16]2[c:17]3[cH:18][cH:19][cH:20][cH:21][c:22]3[O:23][c:24]3[cH:25][cH:26][cH:27][cH:28][c:29]32)=[O:30])[cH:7][c:8]([CH:11]=[O:12])[cH:9][cH:10]1. Product: CC(C)(C)c1ccc(C=O)cc1NC(=O)CC1c2ccccc2Oc2ccccc21. Starting materials: O=C1CCC(=O)N1Cl, Cc1cc2cnc(Cl)nc2n1C1CCCC1, ClCCl. The product is Cc1c(Cl)c2cnc(Cl)nc2n1C1CCCC1. As a reaction SMILES: [Cl:17][N:18]1[C:19](=[O:20])[CH2:21][CH2:22][C:23]1=[O:24].[Cl:1][c:2]1[n:3][cH:4][c:5]2[c:6]([n:7]1)[n:8]([CH:12]1[CH2:13][CH2:14][CH2:15][CH2:16]1)[c:9]([CH3:11])[cH:10]2.[Cl:25][CH2:26][Cl:27]>>[Cl:1][c:2]1[n:3][cH:4][c:5]2[c:6]([n:7]1)[n:8]([CH:12]1[CH2:13][CH2:14][CH2:15][CH2:16]1)[c:9]([CH3:11])[c:10]2[Cl:17]. Starting materials: NC(CC(N)=O)C(=O)O.O (D,L-Asn.H2O), poly-(Nε -methacryloyl-L-lysine). Solvent: O (water), O (H2O). Product: N[C@@H](CC(N)=O)C(=O)O (Asparagine). Reaction SMILES: [NH2:1][CH:2]([C:7]([OH:9])=[O:8])[CH2:3][C:4](=[O:6])[NH2:5].O>O>[NH2:1][C@H:2]([C:7]([OH:9])=[O:8])[CH2:3][C:4](=[O:6])[NH2:5] |f:0.1|. Reported procedure: H2O: A slurry of D,L-Asn.H2O (500 mg) and poly-(Nε -methacryloyl-L-lysine) in water (5 ml) was heated to about 80° C. until complete dissolution occurred. The warm solution was filtered and cooled to room temperature without agitation. After 20 h the separated crystals were recovered by filtration and the enantiomeric excess was determined. The conditions and results are summarized in Table III. Starting materials: [N+](=O)(O)[O-] (Nitric acid), COC1=CC=CC=2OCOC21 (4-Methoxy-benzo[1,3]dioxole), ice water. Run in C(C)(=O)OC(C)=O (acetic anhydride). The product is COC1=CC(=CC=2OCOC21)[N+](=O)[O-] (4-methoxy-6-nitro-benzo[1,3]dioxole). Isolated yield 46.0%. RXN SMILES: [CH3:1][O:2][C:3]1[C:11]2[O:10][CH2:9][O:8][C:7]=2[CH:6]=[CH:5][CH:4]=1.[N+:12]([O-])([OH:14])=[O:13]>C(OC(=O)C)(=O)C>[CH3:1][O:2][C:3]1[C:11]2[O:10][CH2:9][O:8][C:7]=2[CH:6]=[C:5]([N+:12]([O-:14])=[O:13])[CH:4]=1. Reported procedure: 4-Methoxy-benzo[1,3]dioxole (2.03 g, 13.34 mmole) was dissolved in acetic anhydride (20 mL) and cooled in an ice bath while stirring. Nitric acid (1.5 mL) was added dropwise with an addition funnel over 30 minutes. The ice bath was removed and the mixture was stirred overnight allowing the reaction to heat up to room temperature. The mixture was poured into ice water and the product crashed out and was filtered and washed with water. The precipitate was dried under vacuum in a dessicator yieldin... Reactants: BrC=1C(=C(C(=NC1)N)[N+](=O)[O-])N1CCN(CC1)C(C)C1=NC=CC=C1 (5-bromo-3-nitro-4-(4-(1-(pyridin-2-yl)ethyl)piperazin-1-yl)pyridin-2-amine), BrC=1C(=C(C(=NC1)N)[N+](=O)[O-])Cl (5-bromo-4-chloro-3-nitropyridin-2-amine), C1(=CC=CC=C1)NC(NCCN1CCN(CC1)C(=O)OC(C)(C)C)=O (tert-butyl 4-(2-(3-phenylureido)ethyl)piperazine-1-carboxylate), C(=O)(C(F)(F)F)O (TFA). Run in CC(C)O (iPrOH), C(Cl)Cl (CH2Cl2), CCN(C(C)C)C(C)C (DIPEA). The product is NC1=NC=C(C(=C1[N+](=O)[O-])N1CCN(CC1)CCNC(=O)NC1=CC=CC=C1)Br (1-(2-(4-(2-Amino-5-bromo-3-nitropyridin-4-yl)piperazin-1-yl)ethyl)-3-phenylurea). As a reaction SMILES: [Br:1][C:2]1[C:3]([N:12]2[CH2:17][CH2:16][N:15]([CH:18](C3C=CC=CN=3)[CH3:19])[CH2:14][CH2:13]2)=[C:4]([N+:9]([O-:11])=[O:10])[C:5]([NH2:8])=[N:6][CH:7]=1.[C:26]1([NH:32][C:33](=[O:50])[NH:34]CCN2CCN(C(OC(C)(C)C)=O)CC2)[CH:31]=[CH:30][CH:29]=[CH:28][CH:27]=1.C(O)(C(F)(F)F)=O.BrC1C(Cl)=C([N+]([O-])=O)C(N)=NC=1>CC(O)C.CCN(C(C)C)C(C)C.C(Cl)Cl>[NH2:8][C:5]1[C:4]([N+:9]([O-:11])=[O:10])=[C:3]([N:12]2[CH2:17][CH2:16][N:15]([CH2:18][CH2:19][NH:34][C:33]([NH:32][C:26]3[CH:31]=[CH:30][CH:29]=[CH:28][CH:27]=3)=[O:50])[CH2:14][CH2:13]2)[C:2]([Br:1])=[CH:7][N:6]=1. Reported procedure: This was prepared using the same procedure as for 5-bromo-3-nitro-4-(4-(1-(pyridin-2-yl)ethyl)piperazin-1-yl)pyridin-2-amine, but here using tert-butyl 4-(2-(3-phenylureido)ethyl)piperazine-1-carboxylate (1.1 eq, 0.43 mmol, 150 mg), TFA (1 mL) and CH2Cl2 (2 mL), then 5-bromo-4-chloro-3-nitropyridin-2-amine (103 mg, 0.29 mmol) in iPrOH (2 mL) and DIPEA (0.5 mL). Filtration and washing as previously described gave the product (190 mg, 95% for two steps) as a bright yellow solid; 1H-NMR (500 MHz, D... Starting materials: ClC1=NC=C(C(=N1)NC1=C(C=C(C=C1)N1CCOCC1)OC)Cl ((2,5-dichloro-pyrimidin-4-yl)-(2-methoxy-4-morpholin-4-yl-phenyl)-amine), COC1=C(C=CC2=C1CCC(CC2)N2CCOCC2)N (1-methoxy-7-morpholin-4-yl-6,7,8,9-tetrahydro-5H-benzocyclohepten-2-ylamine). Conditions: temperature 130 celsius. The product is ClC=1C(=NC(=NC1)NC=1C=CC2=C(CCC(CC2)N2CCOCC2)C1OC)NC1=C(C=C(C=C1)N1CCOCC1)OC (5-Chloro-N*4*-(2-methoxy-4-morpholin-4-yl-phenyl)-N*2*-(1-methoxy-7-morpholin-4-yl-6,7,8,9-tetrahydro-5H-benzocyclohepten-2-yl)-pyrimidine-2,4-diamine). Reaction SMILES: Cl[C:2]1[N:7]=[C:6]([NH:8][C:9]2[CH:14]=[CH:13][C:12]([N:15]3[CH2:20][CH2:19][O:18][CH2:17][CH2:16]3)=[CH:11][C:10]=2[O:21][CH3:22])[C:5]([Cl:23])=[CH:4][N:3]=1.[CH3:24][O:25][C:26]1[C:31]2[CH2:32][CH2:33][CH:34]([N:37]3[CH2:42][CH2:41][O:40][CH2:39][CH2:38]3)[CH2:35][CH2:36][C:30]=2[CH:29]=[CH:28][C:27]=1[NH2:43]>>[Cl:23][C:5]1[C:6]([NH:8][C:9]2[CH:14]=[CH:13][C:12]([N:15]3[CH2:20][CH2:19][O:18][CH2:17][CH2:16]3)=[CH:11][C:10]=2[O:21][CH3:22])=[N:7][C:2]([NH:43][C:27]2[CH:28]=[CH:29][C:30]3[CH2:36][CH2:35][CH:34]([N:37]4[CH2:42][CH2:41][O:40][CH2:39][CH2:38]4)[CH2:33][CH2:32][C:31]=3[C:26]=2[O:25][CH3:24])=[N:3][CH:4]=1. Reported procedure: The title compound was prepared from (2,5-dichloro-pyrimidin-4-yl)-(2-methoxy-4-morpholin-4-yl-phenyl)-amine and 1-methoxy-7-morpholin-4-yl-6,7,8,9-tetrahydro-5H-benzocyclohepten-2-ylamine in an analogous manner to Example 179, heating at 130° C. Product was isolated as a greenish-brown foam (23.4, 18%). LCMS (m/e) 595 (M+H); 1H NMR (CDCl3, 400 MHz) δ 8.26 (d, 1H, J=9.6 Hz), 8.05 (d, 1H, J=8.34 Hz), 8.03 (s, 1H), 7.55 (s, 1H), 7.38 (s, 1H), 6.84 (d, 1H, J=8.09 Hz), 6.54 (m, 2H), 3.90 (m, 7H), 3.... Reactants: ClC1=CC=C(CC2N(CCCCC2)CCCC(C2=CC=C(C=C2)F)=O)C=C1 (2-(4-chlorobenzyl)-1-[3-(4-fluorobenzoyl)propyl]perhydroazepine), O.NN (hydrazine hydrate), [OH-].[K+] (potassium hydroxide), C(COCCOCCO)O (triglycol). Run in C(C)OCC (diethyl ether), O (water). The product is ClC1=CC=C(CC2N(CCCCC2)CCCCC2=CC=C(C=C2)F)C=C1 (2-(4-chlorobenzyl)-1-[4-(4-fluorophenyl)butyl]perhydroazepine). Yield: 62.2%. RXN SMILES: [Cl:1][C:2]1[CH:27]=[CH:26][C:5]([CH2:6][CH:7]2[CH2:13][CH2:12][CH2:11][CH2:10][CH2:9][N:8]2[CH2:14][CH2:15][CH2:16][C:17](=O)[C:18]2[CH:23]=[CH:22][C:21]([F:24])=[CH:20][CH:19]=2)=[CH:4][CH:3]=1.O.NN.[OH-].[K+].C(O)COCCOCCO>C(OCC)C.O>[Cl:1][C:2]1[CH:3]=[CH:4][C:5]([CH2:6][CH:7]2[CH2:13][CH2:12][CH2:11][CH2:10][CH2:9][N:8]2[CH2:14][CH2:15][CH2:16][CH2:17][C:18]2[CH:19]=[CH:20][C:21]([F:24])=[CH:22][CH:23]=2)=[CH:26][CH:27]=1 |f:1.2,3.4|. Procedure: Heat 0.5 g of the title compound of Example 39 with 1 ml of hydrazine hydrate, 0.5 g of potassium hydroxide and 5 ml of triglycol for 2 hours at 165°. Cool the resulting reaction mixture to ambient temperature. Mix the cooled reaction mixture with water and diethyl ether. Dry the ether phase over sodium sulfate and then concentrate it to obtain 0.3 g of the title compound as a viscous oil. The reactants are Cl.FC1=CC=C(C=C1)CCN (2-(4-fluorophenyl)-ethylamine hydrochloride), C(=O)([O-])[O-].[K+].[K+] (K2CO3), ClCCCC1=NOC2=C1C=C(C(=C2)OC)OC (3-(3-chloropropyl)-5,6-dimethoxy-1,2-benzisoxazole). Run in CN(C)C=O (DMF). Reaction conditions: time 5 minute. Product: Cl.FC1=CC=C(C=C1)CCNCCCC1=NOC2=C1C=C(C(=C2)OC)OC (N-[2-(4-fluorophenyl)ethyl]-5,6-dimethoxy-1,2-benzisoxazole-3-propanamine hydrochloride). Reaction SMILES: Cl.[F:2][C:3]1[CH:8]=[CH:7][C:6]([CH2:9][CH2:10][NH2:11])=[CH:5][CH:4]=1.C([O-])([O-])=O.[K+].[K+].[Cl:18][CH2:19][CH2:20][CH2:21][C:22]1[C:26]2[CH:27]=[C:28]([O:33][CH3:34])[C:29]([O:31][CH3:32])=[CH:30][C:25]=2[O:24][N:23]=1>CN(C=O)C>[ClH:18].[F:2][C:3]1[CH:8]=[CH:7][C:6]([CH2:9][CH2:10][NH:11][CH2:19][CH2:20][CH2:21][C:22]2[C:26]3[CH:27]=[C:28]([O:33][CH3:34])[C:29]([O:31][CH3:32])=[CH:30][C:25]=3[O:24][N:23]=2)=[CH:5][CH:4]=1 |f:0.1,2.3.4,7.8|. Reported procedure: To 100 ml of dry DMF were added 2-(4-fluorophenyl)-ethylamine hydrochloride (10 g) and milled K2CO3 (20 g). After five minutes of stirring, 3-(3-chloropropyl)-5,6-dimethoxy-1,2-benzisoxazole (6.4 g) and KI (0.01 g) were added. The reactants are CCC[N+](CCC)(CCC)CCC, C[N+]1([O-])CCOCC1, CCC[N+](CCC)(CCC)CCC, CC(=C(F)CO)c1cc2c(c(Cl)c1OC(C)C)OC(C)(C)C=C2C(C)C, O=[Ru](=O)(=O)[O-]. Product: CC(=C(F)C=O)c1cc2c(c(Cl)c1OC(C)C)OC(C)(C)C=C2C(C)C. RXN SMILES: [CH3:27][CH2:28][CH2:29][N+:30]([CH2:31][CH2:32][CH3:33])([CH2:34][CH2:35][CH3:36])[CH2:37][CH2:38][CH3:39].[CH3:40][N+:41]1([O-:42])[CH2:43][CH2:44][O:45][CH2:46][CH2:47]1.[CH3:48][CH2:49][CH2:50][N+:51]([CH2:52][CH2:53][CH3:54])([CH2:55][CH2:56][CH3:57])[CH2:58][CH2:59][CH3:60].[Cl:1][c:2]1[c:3]([O:23][CH:24]([CH3:25])[CH3:26])[c:4]([C:17](=[C:18]([CH2:19][OH:20])[F:21])[CH3:22])[cH:5][c:6]2[c:11]1[O:10][C:9]([CH3:12])([CH3:13])[CH:8]=[C:7]2[CH:14]([CH3:15])[CH3:16].[O:61]=[Ru:62](=[O:63])([O-:64])=[O:65]>>[Cl:1][c:2]1[c:3]([O:23][CH:24]([CH3:25])[CH3:26])[c:4]([C:17](=[C:18]([CH:19]=[O:20])[F:21])[CH3:22])[cH:5][c:6]2[c:11]1[O:10][C:9]([CH3:12])([CH3:13])[CH:8]=[C:7]2[CH:14]([CH3:15])[CH3:16].